From a dataset of the Open Reaction Database (ORD), a public repository of structured organic reaction records. describe an organic reaction: reactants, conditions, products, and yield The reactants are O=Cc1c(Cl)[nH]c2ccccc12, Cc1ccc(B(O)O)cc1. Yields the product Cc1ccc(-n2c(Cl)c(C=O)c3ccccc32)cc1. RXN SMILES: [Cl:1][c:2]1[nH:3][c:4]2[cH:5][cH:6][cH:7][cH:8][c:9]2[c:10]1[CH:11]=[O:12].[c:13]1([CH3:22])[cH:14][cH:15][c:16]([B:19]([OH:20])[OH:21])[cH:17][cH:18]1>>[Cl:1][c:2]1[n:3](-[c:16]2[cH:15][cH:14][c:13]([CH3:22])[cH:18][cH:17]2)[c:4]2[cH:5][cH:6][cH:7][cH:8][c:9]2[c:10]1[CH:11]=[O:12]. Reactants: CN1NC=C(C1)C1=CN(C2=NC=C(C=C21)CC2CCC(CC2)=O)COCC[Si](C)(C)C (4-[3-(2-Methyl-1H-pyrazol-4-yl)-1-(2-trimethylsilanyl-ethoxymethyl)-1H-pyrrolo[2,3-b]pyridin-5-ylmethyl]-cyclohexanone), Cl (HCl). Run in CCO (EtOH). Run at temperature 90 celsius. The product is CN1NC=C(C1)C1=CNC2=NC=C(C=C21)CC2CCC(CC2)=O (4-[3-(2-Methyl-1H-pyrazol-4-yl)-1H-pyrrolo[2,3-b]pyridin-5-ylmethyl]-cyclohexanone). The yield is 61.9%. Reaction SMILES: [CH3:1][N:2]1[CH2:6][C:5]([C:7]2[C:15]3[C:10](=[N:11][CH:12]=[C:13]([CH2:16][CH:17]4[CH2:22][CH2:21][C:20](=[O:23])[CH2:19][CH2:18]4)[CH:14]=3)[N:9](COCC[Si](C)(C)C)[CH:8]=2)=[CH:4][NH:3]1.Cl>CCO>[CH3:1][N:2]1[CH2:6][C:5]([C:7]2[C:15]3[C:10](=[N:11][CH:12]=[C:13]([CH2:16][CH:17]4[CH2:22][CH2:21][C:20](=[O:23])[CH2:19][CH2:18]4)[CH:14]=3)[NH:9][CH:8]=2)=[CH:4][NH:3]1. Reported procedure: To a solution of 88 (19 mg, 42 μmol) in EtOH (1 mL) was added 10% aq. HCl (1 mL) and the reaction mixture heated to reflux (bath temperature 90° C.) for 18 h. The solution was then concentrated and the residue purified by preparative LCMS (column LUNA 10 μ C18(2) 00G-4253-V0 250×50 mm) using water—acetonitrile (0.1% AcOH) as eluent (in gradient; flow 80 mL/min) to afford 91 (8 mg, 26 μmol, 62%) as a white powder. 1H NMR (400 MHz, CDCl3) δ 1.49-1.63 (m, 2H), 2.04-2.19 (m, 3H), 2.31-2.50 (m, 4H), ... The reactants are ClC1=CC2=C(N(C(=N2)CCl)C2COC2)C=C1 (5-chloro-2-chloromethyl-1-oxetan-3-yl-1H-benzoimidazole), CS(=O)(=O)C1=NNC2=CN=CC=C21 (3-methanesulfonyl-1H-pyrazolo[3,4-c]pyridine), CS(=O)(=O)C1=NNC2=CN=CC=C21 (3-(methylsulfonyl)-1H-pyrazolo[3,4-c]pyridine). Product: ClC1=CC2=C(N(C(=N2)CN2N=C(C=3C2=CN=CC3)S(=O)(=O)C)C3COC3)C=C1 (1-{[5-Chloro-1-(oxetan-3-yl)-1H-benzimidazol-2-yl]methyl}-3-(methylsulfonyl)-1H-pyrazolo[3,4-c]pyridine). Reaction SMILES: [Cl:1][C:2]1[CH:16]=[CH:15][C:5]2[N:6]([CH:11]3[CH2:14][O:13][CH2:12]3)[C:7]([CH2:9]Cl)=[N:8][C:4]=2[CH:3]=1.[CH3:17][S:18]([C:21]1[C:29]2[C:24](=[CH:25][N:26]=[CH:27][CH:28]=2)[NH:23][N:22]=1)(=[O:20])=[O:19]>>[Cl:1][C:2]1[CH:16]=[CH:15][C:5]2[N:6]([CH:11]3[CH2:14][O:13][CH2:12]3)[C:7]([CH2:9][N:23]3[C:24]4=[CH:25][N:26]=[CH:27][CH:28]=[C:29]4[C:21]([S:18]([CH3:17])(=[O:19])=[O:20])=[N:22]3)=[N:8][C:4]=2[CH:3]=1. Procedure: The title compound was prepared in analogy to Example 2-1 by using 5-chloro-2-chloromethyl-1-oxetan-3-yl-1H-benzoimidazole and 3-methanesulfonyl-1H-pyrazolo[3,4-c]pyridine instead of 5-chloro-2-chloromethyl-1-((S)-1,1-dioxo-tetrahydro-1λ6-thiophen-3-yl)-1H-benzoimidazole and 3-(methylsulfonyl)-1H-pyrazolo[3,4-c]pyridine. The reactants are NC1=CC=C2/C(/C(NC2=C1)=O)=C(\C1=CC=CC=C1)/NC1=CC=C(C=C1)CN1CCCCC1 (6-amino-3-(Z)-{1-[4-(piperidin-1-yl-methyl)-anilino]-1-phenyl-methylidene}-2-indolinone), C1(=CC=CC=C1)S(=O)(=O)Cl (benzenesulphonyl chloride). The product is C1(=CC=CC=C1)S(=O)(=O)NC1=CC=C2/C(/C(NC2=C1)=O)=C(\C1=CC=CC=C1)/NC1=CC=C(C=C1)CN1CCCCC1 (6-benzenesulphonylamino-3-(Z)-{1-[4-(piperidin-1-yl-methyl)-anilino]-1-phenyl-methylidene}-2-indolinone). Reaction SMILES: [NH2:1][C:2]1[CH:10]=[C:9]2[C:5](/[C:6](=[C:12](/[NH:19][C:20]3[CH:25]=[CH:24][C:23]([CH2:26][N:27]4[CH2:32][CH2:31][CH2:30][CH2:29][CH2:28]4)=[CH:22][CH:21]=3)\[C:13]3[CH:18]=[CH:17][CH:16]=[CH:15][CH:14]=3)/[C:7](=[O:11])[NH:8]2)=[CH:4][CH:3]=1.[C:33]1([S:39](Cl)(=[O:41])=[O:40])[CH:38]=[CH:37][CH:36]=[CH:35][CH:34]=1>>[C:33]1([S:39]([NH:1][C:2]2[CH:10]=[C:9]3[C:5](/[C:6](=[C:12](/[NH:19][C:20]4[CH:25]=[CH:24][C:23]([CH2:26][N:27]5[CH2:28][CH2:29][CH2:30][CH2:31][CH2:32]5)=[CH:22][CH:21]=4)\[C:13]4[CH:14]=[CH:15][CH:16]=[CH:17][CH:18]=4)/[C:7](=[O:11])[NH:8]3)=[CH:4][CH:3]=2)(=[O:41])=[O:40])[CH:38]=[CH:37][CH:36]=[CH:35][CH:34]=1. Procedure: Prepared from 6-amino-3-(Z)-{1-[4-(piperidin-1-yl-methyl)-anilino]-1-phenyl-methylidene}-2-indolinone and benzenesulphonyl chloride